describe an organic reaction: reactants, conditions, products, and yield From a dataset of the Open Reaction Database (ORD), a public repository of structured organic reaction records. Product: C1(CCCCCCCCCCCN1)=O (laurolactam). As a reaction SMILES: [C:1]1(=[N:13]O)[CH2:12][CH2:11][CH2:10][CH2:9][CH2:8][CH2:7][CH2:6][CH2:5][CH2:4][CH2:3][CH2:2]1.C1(=N[OH:22])CCCCC1.C1(=O)CCCCC1.C1(=O)CCCCCCCCCCC1.S(=O)(=O)(O)O.OS(O)(=O)=O.O=S(=O)=O>>[C:1]1(=[O:22])[NH:13][CH2:2][CH2:3][CH2:4][CH2:5][CH2:6][CH2:7][CH2:8][CH2:9][CH2:10][CH2:11][CH2:12]1 |f:5.6|. Procedure: Another industrial process is that commercially developed by Ube Industries-EMS. This process utilizes the fact that cyclohexanone oxime and caprolactam are good solvents for cyclododecanone oxime and laurolactam, respectively (for example, see Patent Reference 2). Specifically, a mixture of cyclododecanone and cyclohexanone is blended with an aqueous solution of hydroxylamine to produce oximes. Cyclohexanone oxime produced has a low melting point and is a good solvent for cyclododecanone oxime,... Starting materials: C1(CCCCCCCCCCC1)=O (cyclododecanone), C1(CCCCCCCCCCC1)=NO (cyclododecanone oxime), C1(CCCCC1)=O (cyclohexanone), OS(=O)(=O)O.O=S(=O)=O (oleum), C1(CCCCC1)=NO (cyclohexanone oxime), C1(CCCCC1)=NO (Cyclohexanone oxime), S(O)(O)(=O)=O (sulfuric acid).